The task is: describe an organic reaction: reactants, conditions, products, and yield. This data is from the Open Reaction Database (ORD), a public repository of structured organic reaction records. Reactants: C([O-])([O-])=O.[Na+].[Na+] (sodium carbonate), N=C1SC(=CN1C1=CC(=CC=C1)C(F)(F)F)C (2-imino-3-(3-trifluoromethylphenyl)-5-methylthiazoline), N1CCNCC1 (piperazine), FC(=C(F)F)F (tetrafluoroethylene). The solvent is C1(=CC=CC=C1)C (toluene). Conditions: temperature 80 celsius, time 48 hour. Yields the product FC(C(=O)N=C1SC(=CN1C1=CC(=CC=C1)C(F)(F)F)C)F (2-difluoroacetylimino-3-(3-trifluoromethylphenyl)-5-methylthiazoline). The yield is 77.0%. As a reaction SMILES: [NH:1]=[C:2]1[N:6]([C:7]2[CH:12]=[CH:11][CH:10]=[C:9]([C:13]([F:16])([F:15])[F:14])[CH:8]=2)[CH:5]=[C:4]([CH3:17])[S:3]1.N1CCNCC1.[F:24][C:25]([F:29])=[C:26](F)F.C(=O)([O-])[O-:31].[Na+].[Na+]>C1(C)C=CC=CC=1>[F:24][CH:25]([F:29])[C:26]([N:1]=[C:2]1[N:6]([C:7]2[CH:12]=[CH:11][CH:10]=[C:9]([C:13]([F:16])([F:14])[F:15])[CH:8]=2)[CH:5]=[C:4]([CH3:17])[S:3]1)=[O:31] |f:3.4.5|. Procedure: A solution of 2-imino-3-(3-trifluoromethylphenyl)-5-methylthiazoline (1.29 g, 5.0 mmol) and piperazine (0.52 g, 6.0 mmol) in toluene (10 ml) charged in a reaction flask was reacted with tetrafluoroethylene, which was made to flow intothe flask (ca. 0.7 liter/hr), with vigorous stirring at 80° C. for 48 hours. After cooling to an ambient temperature, the reaction mixture was poured into saturated aqueous sodium carbonate solution, and extracted with toluene. The toluene layer was washed with wate... The reactants are [BH-](OC(=O)C)(OC(=O)C)OC(=O)C.[Na+] (NaBH(OAc)3), NC1=CC=CC=2NC(=NC21)C(=O)N2CCN(CC2)C ((4-Amino-1H-benzoimidazol-2-yl)-(4-methyl-piperazin-1-yl)-methanone), CC(=O)C (acetone). The reagents and catalysts are C(C)(=O)O (acetic acid). The solvent is ClC(C)Cl (dichloroethane). Run at time 16 hour. Yields the product C(C)(C)NC1=CC=CC=2NC(=NC21)C(=O)N2CCN(CC2)C ((4-Isopropylamino-1 H-benzoimidazol-2-yl)-(4-methyl-piperazin-1-yl)-methanone). The yield is 61.1%. Reaction SMILES: [NH2:1][C:2]1[C:10]2[N:9]=[C:8]([C:11]([N:13]3[CH2:18][CH2:17][N:16]([CH3:19])[CH2:15][CH2:14]3)=[O:12])[NH:7][C:6]=2[CH:5]=[CH:4][CH:3]=1.[CH3:20][C:21]([CH3:23])=O.[BH-](OC(C)=O)(OC(C)=O)OC(C)=O.[Na+]>ClC(Cl)C.C(O)(=O)C>[CH:21]([NH:1][C:2]1[C:10]2[N:9]=[C:8]([C:11]([N:13]3[CH2:14][CH2:15][N:16]([CH3:19])[CH2:17][CH2:18]3)=[O:12])[NH:7][C:6]=2[CH:5]=[CH:4][CH:3]=1)([CH3:23])[CH3:20] |f:2.3|. Reported procedure: To a solution of (4-amino-1H-benzoimidazol-2-yl)-(4-methyl-piperazin-1-yl)-methanone (Example 43; 50 mg, 0.19 mmol) in dichloroethane (10 mL), was added acetone (0.07 mL, 0.96 mmol) and acetic acid (10 drops), followed by NaBH(OAc)3 (203 mg, 0.96 mmol). The reaction mixture was stirred at room temperature for 16 h, and then was quenched with satd aq NaHCO3 (5 mL). The aqueous layer was extracted with CHCl3 (10 mL), and the combined organic layers were dried (Na2SO4) and then concentrated under r... Reactants: CC(C)(C)S(=O)N=C1CC(C2CCCOC2)Oc2ccc(Br)cc21, CC#N, CC(=O)C(N)=S. The product is CC1=NC2(CC(C3CCCOC3)Oc3ccc(Br)cc32)NC1=S. As a reaction SMILES: [Br:1][c:2]1[cH:3][c:4]2[c:9]([cH:10][cH:11]1)[O:8][CH:7]([CH:12]1[CH2:13][O:14][CH2:15][CH2:16][CH2:17]1)[CH2:6][C:5]2=[N:18][S:19]([C:20]([CH3:21])([CH3:22])[CH3:23])=[O:24].[CH3:31][C:32]#[N:33].[O:25]=[C:26]([C:27]([NH2:28])=[S:29])[CH3:30]>>[Br:1][c:2]1[cH:3][c:4]2[c:9]([cH:10][cH:11]1)[O:8][CH:7]([CH:12]1[CH2:13][O:14][CH2:15][CH2:16][CH2:17]1)[CH2:6][C:5]21[N:18]=[C:26]([CH3:30])[C:27](=[S:29])[NH:28]1. RXN SMILES: [CH2:1]([c:2]1[cH:3][cH:4][cH:5][cH:6][cH:7]1)[O:8][c:9]1[cH:10][cH:11][c:12](-[c:15]2[n:16][c:17]3[c:18]([n:19]2[CH:20]2[CH2:21][CH2:22][CH2:23][CH2:24][CH2:25]2)[cH:26][cH:27][c:28]([C:30](=[O:31])[O:32][CH3:33])[cH:29]3)[cH:13][cH:14]1.[CH3:41][CH2:42][OH:43].[Na+:35].[O:36]1[CH2:37][CH2:38][CH2:39][CH2:40]1.[OH-:34]>>[CH2:1]([c:2]1[cH:3][cH:4][cH:5][cH:6][cH:7]1)[O:8][c:9]1[cH:10][cH:11][c:12](-[c:15]2[n:16][c:17]3[c:18]([n:19]2[CH:20]2[CH2:21][CH2:22][CH2:23][CH2:24][CH2:25]2)[cH:26][cH:27][c:28]([C:30](=[O:31])[OH:32])[cH:29]3)[cH:13][cH:14]1. Starting materials: COC(=O)c1ccc2c(c1)nc(-c1ccc(OCc3ccccc3)cc1)n2C1CCCCC1, CCO, [Na+], C1CCOC1, [OH-]. Product: O=C(O)c1ccc2c(c1)nc(-c1ccc(OCc3ccccc3)cc1)n2C1CCCCC1.